From a dataset of the Open Reaction Database (ORD), a public repository of structured organic reaction records. describe an organic reaction: reactants, conditions, products, and yield The reactants are Cl (HCl), ClCCCCOC1=CC=C(C=C1)[N+](=O)[O-] (1-(4-chloro-butoxy)-4-nitrobenzene), ClCS(=O)(=O)C1=CC=CC2=CC=CC=C12 (1-chloromethane-sulfonyl-naphthalene), CC(C)([O-])C.[K+] (potassium t-butoxide). Solvent: C1CCOC1 (THF). Conditions: time 5 hour. Yields the product ClCCCCOC=1C=CC(=C(C1)CS(=O)(=O)C1=CC=CC2=CC=CC=C12)[N+](=O)[O-] (1-[5-(4-Chloro-butoxy)-2-nitro-phenylmethanesulfonyl]-naphthalene). Isolated yield 80.4%. As a reaction SMILES: [Cl:1][CH2:2][CH2:3][CH2:4][CH2:5][O:6][C:7]1[CH:12]=[CH:11][C:10]([N+:13]([O-:15])=[O:14])=[CH:9][CH:8]=1.Cl[CH2:17][S:18]([C:21]1[C:30]2[C:25](=[CH:26][CH:27]=[CH:28][CH:29]=2)[CH:24]=[CH:23][CH:22]=1)(=[O:20])=[O:19].CC(C)([O-])C.[K+].Cl>C1COCC1>[Cl:1][CH2:2][CH2:3][CH2:4][CH2:5][O:6][C:7]1[CH:12]=[CH:11][C:10]([N+:13]([O-:15])=[O:14])=[C:9]([CH2:17][S:18]([C:21]2[C:30]3[C:25](=[CH:26][CH:27]=[CH:28][CH:29]=3)[CH:24]=[CH:23][CH:22]=2)(=[O:19])=[O:20])[CH:8]=1 |f:2.3|. Procedure details: A mixture of 1-(4-chloro-butoxy)-4-nitrobenzene (1.28 g, 5.6 mmoles) and 1-chloromethane-sulfonyl-naphthalene (1.6 g, 6.72 mmoles) was stirred in THF (50 ml) at −78° C., in a round bottom flask under nitrogen. A solution of 1M potassium t-butoxide was added dropwise (16.8 ml, 16.8 mmoles) over a half an hour period. Temperature was allowed to rise to −40° C., and the reaction mixture was stirred at this temperature for 5 hours. The reaction mixture was poured into cold 2N HCl, extracted with EtO... The reactants are Cl.CN(CCCN=C=NCC)C (1-(3-Dimethylaminopropyl)-3-ethyl-carbodiimide hydrochloride), IC=1C=NC(=C(C(=O)O)C1)OCCCC (5-iodo-2-butoxynicotinic acid), NC=1C(=NN(C1C(=O)N)CCOC)CC (4-amino-3-ethyl-1-(2-methoxyethyl)-pyrazole-5-carboxamide), O.ON1N=NC2=C1C=CC=C2 (1-hydroxybenzotriazole hydrate), C(C)(C)N(CC)C(C)C (diisopropylethylamine). Run in O1CCCC1 (tetrahydrofuran). Yields the product NC(=O)C1=C(C(=NN1CCOC)CC)NC(C1=C(N=CC(=C1)I)OCCCC)=O (N-[5-(Aminocarbonyl)-3-ethyl-1-(2-methoxyethyl)-1H-pyrazol-4-yl]-2-butoxy-5-iodonicotinamide). The yield is 133.8%. As a reaction SMILES: Cl.CN(C)CCCN=C=NCC.[I:13][C:14]1[CH:15]=[N:16][C:17]([O:23][CH2:24][CH2:25][CH2:26][CH3:27])=[C:18]([CH:22]=1)[C:19]([OH:21])=O.[NH2:28][C:29]1[C:30]([CH2:41][CH3:42])=[N:31][N:32]([CH2:37][CH2:38][O:39][CH3:40])[C:33]=1[C:34]([NH2:36])=[O:35].O.ON1C2C=CC=CC=2N=N1.C(N(C(C)C)CC)(C)C>O1CCCC1>[NH2:36][C:34]([C:33]1[N:32]([CH2:37][CH2:38][O:39][CH3:40])[N:31]=[C:30]([CH2:41][CH3:42])[C:29]=1[NH:28][C:19](=[O:21])[C:18]1[CH:22]=[C:14]([I:13])[CH:15]=[N:16][C:17]=1[O:23][CH2:24][CH2:25][CH2:26][CH3:27])=[O:35] |f:0.1,4.5|. Reported procedure: 1-(3-Dimethylaminopropyl)-3-ethyl-carbodiimide hydrochloride (434 mg, 2.26 mmol) was added to a stirred solution of 5-iodo-2-butoxynicotinic acid (615 mg, 1.92 mmol), 4-amino-3-ethyl-1-(2-methoxyethyl)-pyrazole-5-carboxamide (370 mg, 1.74 mmol), 1-hydroxybenzotriazole hydrate (346 mg, 2.26 mmol) and diisopropylethylamine (0.9 mL, 5.22 mmol) in tetrahydrofuran (12 mL) at room temperature under a nitrogen atmosphere. After 20 h the solvent was evaporated and the product was extracted from 10% sodi... The reactants are COC(=O)C=1C=NC(=NC1)S(=O)(=O)C (2-methanesulfonyl-pyrimidine-5-carboxylic acid methyl ester), O.O.O.[O-]C1=CC=CC=C1.[Na+] (sodium phenoxide trihydrate), O (water). Run in CN1CCCC1=O (NMP). Run at temperature 100 celsius. The product is COC(=O)C=1C=NC(=NC1)OC1=CC=CC=C1 (2-phenoxy-pyrimidine-5-carboxylic acid methyl ester). Isolated yield 65.7%. As a reaction SMILES: [CH3:1][O:2][C:3]([C:5]1[CH:6]=[N:7][C:8](S(C)(=O)=O)=[N:9][CH:10]=1)=[O:4].O.O.O.[O-:18][C:19]1[CH:24]=[CH:23][CH:22]=[CH:21][CH:20]=1.[Na+].O>CN1C(=O)CCC1>[CH3:1][O:2][C:3]([C:5]1[CH:6]=[N:7][C:8]([O:18][C:19]2[CH:24]=[CH:23][CH:22]=[CH:21][CH:20]=2)=[N:9][CH:10]=1)=[O:4] |f:1.2.3.4.5|. Reported procedure: To a solution of 2-methanesulfonyl-pyrimidine-5-carboxylic acid methyl ester (0.8 g, 3.7 mmol) in NMP (3 mL) is added sodium phenoxide trihydrate (0.68 g, 4 mmol). The mixture is heated at 100° C. in Biotage Microwave for 60 sec. The reaction is poured into water and the precipitate is collated by filtration and dried to afford 2-phenoxy-pyrimidine-5-carboxylic acid methyl ester (0.56 g, 66%) as a solid. MS: 231 (M+H); 1H NMR (300 MHz, CDCl3): δ 4.75 (s, 3H), 7.19-7.33 (m, 3H), 7.46 (t, 2H) 9.10... Reactants: CC(C)(C)OC(=O)CBr, C1CCC2=NCCCN2CC1, CCOC(C)=O, CN(C)C=O, O=S(=O)(Nc1ccc(O)c2ccccc12)c1cccs1. Yields the product CC(C)(C)OC(=O)COc1ccc(NS(=O)(=O)c2cccs2)c2ccccc12. As a reaction SMILES: [Br:21][CH2:22][C:23](=[O:24])[O:25][C:26]([CH3:27])([CH3:28])[CH3:29].[CH2:30]1[CH2:31][CH2:32][C:33]2=[N:38][CH2:37][CH2:36][CH2:35][N:34]2[CH2:39][CH2:40]1.[CH3:46][CH2:47][O:48][C:49](=[O:50])[CH3:51].[O:41]=[CH:42][N:43]([CH3:44])[CH3:45].[OH:1][c:2]1[cH:3][cH:4][c:5]([NH:12][S:13](=[O:14])(=[O:15])[c:16]2[s:17][cH:18][cH:19][cH:20]2)[c:6]2[cH:7][cH:8][cH:9][cH:10][c:11]12>>[O:1]([c:2]1[cH:3][cH:4][c:5]([NH:12][S:13](=[O:14])(=[O:15])[c:16]2[s:17][cH:18][cH:19][cH:20]2)[c:6]2[cH:7][cH:8][cH:9][cH:10][c:11]12)[CH2:22][C:23](=[O:24])[O:25][C:26]([CH3:27])([CH3:28])[CH3:29]. The product is C(C1=CC=CC=C1)OC(=O)NC1=CN=C(N(C1=O)CC(=O)NC(C(C(F)(F)F)O)CC1=CC=CC=C1)C1=CC(=CC(=C1)[N+](=O)[O-])[N+](=O)[O-] (2-[5-Benzyloxycarbonylamino-2-(3,5-dinitrophenyl)-6-oxo-1,6-dihydro-1-pyrimidyl]-N-(1-benzyl-3,3,3-trifluoro-2-hydroxypropyl)-acetamide), C(C1=CC=CC=C1)OC(=O)NC1=CN=C(N(C1=O)CC(=O)NC(C(C(F)(F)F)=O)CC1=CC=CC=C1)C1=CC(=CC(=C1)[N+](=O)[O-])[N+](=O)[O-] (2-[5-benzyloxycarbonylamino-2-(3,5-dinitrophenyl)-6-oxo-1,6-dihydro-1-pyrimidyl]-N-(1-benzyl-3,3,3-trifluoro-2-oxopropyl)-acetamide), target compound. Starting materials: C(C1=CC=CC=C1)OC(=O)NC1=CN=C(N(C1=O)CC(=O)O)C1=CC(=CC(=C1)[N+](=O)[O-])[N+](=O)[O-] ([5-benzyloxycarbonylamino-2-(3,5-dinitrophenyl)-6-oxo-1,6-dihydro-1-pyrimidinyl]acetic acid), NC(C(C(F)(F)F)O)CC1=CC=CC=C1 (3-amino-1,1,1-trifluoro-4-phenyl-2-butanol), CCN=C=NCCCN(C)C.Cl (WSCI hydrochloride), C=1C=CC2=C(C1)N=NN2O (HOBT). Procedure details: 2-[5-Benzyloxycarbonylamino-2-(3,5-dinitrophenyl)-6-oxo-1,6-dihydro-1-pyrimidyl]-N-(1-benzyl-3,3,3-trifluoro-2-hydroxypropyl)-acetamide was synthesized in the same manner as in Example 1. That is, [5-benzyloxycarbonylamino-2-(3,5-dinitrophenyl)-6-oxo-1,6-dihydro-1-pyrimidinyl]acetic acid (title compound in Reference Example 16, mixture with diethyl ether, 3.74 g, 7.08 mmol) was treated with 3-amino-1,1,1-trifluoro-4-phenyl-2-butanol (title compound in Reference Example 1, 1.78 g, 8.12 mmol), WSC... Isolated yield 86.0%. As a reaction SMILES: [CH2:1]([O:8][C:9]([NH:11][C:12]1[C:17](=[O:18])[N:16]([CH2:19][C:20]([OH:22])=[O:21])[C:15]([C:23]2[CH:28]=[C:27]([N+:29]([O-:31])=[O:30])[CH:26]=[C:25]([N+:32]([O-:34])=[O:33])[CH:24]=2)=[N:14][CH:13]=1)=[O:10])[C:2]1[CH:7]=[CH:6][CH:5]=[CH:4][CH:3]=1.[NH2:35][CH:36]([CH2:43][C:44]1[CH:49]=[CH:48][CH:47]=[CH:46][CH:45]=1)[CH:37]([OH:42])[C:38]([F:41])([F:40])[F:39].CCN=C=NCCCN(C)C.Cl.C1C=CC2N(O)N=NC=2C=1>CN(C=O)C>[CH2:1]([O:8][C:9]([NH:11][C:12]1[C:17](=[O:18])[N:16]([CH2:19][C:20]([NH:35][CH:36]([CH2:43][C:44]2[CH:49]=[CH:48][CH:47]=[CH:46][CH:45]=2)[CH:37]([OH:42])[C:38]([F:39])([F:40])[F:41])=[O:22])[C:15]([C:23]2[CH:28]=[C:27]([N+:29]([O-:31])=[O:30])[CH:26]=[C:25]([N+:32]([O-:34])=[O:33])[CH:24]=2)=[N:14][CH:13]=1)=[O:10])[C:2]1[CH:7]=[CH:6][CH:5]=[CH:4][CH:3]=1.[CH2:1]([O:8][C:9]([NH:11][C:12]1[C:17](=[O:18])[N:16]([CH2:19][C:20]([NH:35][CH:36]([CH2:43][C:44]2[CH:49]=[CH:48][CH:47]=[CH:46][CH:45]=2)[C:37](=[O:42])[C:38]([F:39])([F:40])[F:41])=[O:21])[C:15]([C:23]2[CH:28]=[C:27]([N+:29]([O-:31])=[O:30])[CH:26]=[C:25]([N+:32]([O-:34])=[O:33])[CH:24]=2)=[N:14][CH:13]=1)=[O:10])[C:2]1[CH:7]=[CH:6][CH:5]=[CH:4][CH:3]=1 |f:2.3|. The solvent is CN(C)C=O (DMF).